This data is from the Open Reaction Database (ORD), a public repository of structured organic reaction records. The task is: describe an organic reaction: reactants, conditions, products, and yield Reactants: CS(C)=O, CCOC(C)=O, CCOC(=O)c1c[nH]c(SC)n1, [Cu]I, Ic1ccc(I)cc1, [K+], [K+], O=C([O-])[O-], O, Oc1cccc2cccnc12. Yields the product CCOC(=O)c1cn(-c2ccc(I)cc2)c(SC)n1. RXN SMILES: [CH3:38][S:39]([CH3:40])=[O:41].[CH3:44][CH2:45][O:46][C:47]([CH3:48])=[O:49].[CH3:9][S:10][c:11]1[nH:12][cH:13][c:14]([C:16](=[O:17])[O:18][CH2:19][CH3:20])[n:15]1.[Cu:42][I:43].[I:1][c:2]1[cH:3][cH:4][c:5]([I:8])[cH:6][cH:7]1.[K+:32].[K+:33].[O-:34][C:35]([O-:36])=[O:37].[OH2:50].[OH:21][c:22]1[cH:23][cH:24][cH:25][c:26]2[c:27]1[n:28][cH:29][cH:30][cH:31]2>>[c:2]1(-[n:12]2[c:11]([S:10][CH3:9])[n:15][c:14]([C:16](=[O:17])[O:18][CH2:19][CH3:20])[cH:13]2)[cH:3][cH:4][c:5]([I:8])[cH:6][cH:7]1. Starting materials: N1=CC=CC=C1 (pyridine), O.O.O.O.O.O.O.O.O.O.[O-]P([O-])(=O)OP(=O)([O-])[O-].[Na+].[Na+].[Na+].[Na+] (Tetrasodium pyrophosphate decahydrate), solution, C(CCC)N(CCCC)CCCC (Tri-n-butylamine), amine. Solvent: O (water), CN(C=O)C (dimethylforamide), CN(C=O)C (dimethylformamide), O (water). Yields the product [O-]P([O-])(=O)OP(=O)([O-])O.C(CCC)[NH+](CCCC)CCCC.C(CCC)[NH+](CCCC)CCCC.C(CCC)[NH+](CCCC)CCCC (tris(tri-n-butylammonium) pyrophosphate). Reaction SMILES: O.O.O.O.O.O.O.O.O.O.[O-:11][P:12]([O:15][P:16]([O-:19])([O-:18])=[O:17])(=[O:14])[O-:13].[Na+].[Na+].[Na+].[Na+].[CH2:24]([N:28]([CH2:33][CH2:34][CH2:35][CH3:36])[CH2:29][CH2:30][CH2:31][CH3:32])[CH2:25][CH2:26][CH3:27].N1C=CC=CC=1>O.CN(C)C=O>[O-:13][P:12]([O:15][P:16]([OH:19])([O-:18])=[O:17])(=[O:11])[O-:14].[CH2:33]([NH+:28]([CH2:24][CH2:25][CH2:26][CH3:27])[CH2:29][CH2:30][CH2:31][CH3:32])[CH2:34][CH2:35][CH3:36].[CH2:33]([NH+:28]([CH2:24][CH2:25][CH2:26][CH3:27])[CH2:29][CH2:30][CH2:31][CH3:32])[CH2:34][CH2:35][CH3:36].[CH2:33]([NH+:28]([CH2:24][CH2:25][CH2:26][CH3:27])[CH2:29][CH2:30][CH2:31][CH3:32])[CH2:34][CH2:35][CH3:36] |f:0.1.2.3.4.5.6.7.8.9.10.11.12.13.14,19.20.21.22|. Procedure: Tetrasodium pyrophosphate decahydrate (4.46 g, 10 mmol) was dissolved in the minimum amount of water (about 50 mL) and passed through a column of AG50W X8 (100-200 mesh, 4×10 cm bed) poured in water. The column was eluted with water and the eluent was collected in an ice-cooled flask until pH of the eluent approached neutrality. Tri-n-butylamine (Aldrich Gold Label, 7.1 mL, 30 mmol) was added to the eluent and the two phases were stirred vigorously until all of the amine dissolved. The resulting... Starting materials: OC(CC=C)(CC=C)C=1C=C(OC2=NC=CC=C2NC(=O)NC2=CC=C(C=C2)OC(F)(F)F)C=CC1 (1-(2-(3-(4-hydroxyhepta-1,6-dien-4-yl)phenoxy)pyridin-3-yl)-3-(4-(trifluoromethoxy)phenyl)urea), S(O)(O)(=O)=O (sulfuric acid), C([O-])(O)=O.[Na+] (sodium bicarbonate). Solvent: CO (methanol). Run at temperature 100 celsius. Product: COC(CC=C)(CC=C)C=1C=C(OC2=NC=CC=C2NC(=O)NC2=CC=C(C=C2)OC(F)(F)F)C=CC1 (1-(2-(3-(4-methoxyhepta-1,6-dien-4-yl)phenoxy)pyridin-3-yl)-3-(4-(trifluoromethoxy)phenyl)urea). RXN SMILES: [OH:1][C:2]([C:9]1[CH:10]=[C:11]([CH:34]=[CH:35][CH:36]=1)[O:12][C:13]1[C:18]([NH:19][C:20]([NH:22][C:23]2[CH:28]=[CH:27][C:26]([O:29][C:30]([F:33])([F:32])[F:31])=[CH:25][CH:24]=2)=[O:21])=[CH:17][CH:16]=[CH:15][N:14]=1)([CH2:6][CH:7]=[CH2:8])[CH2:3][CH:4]=[CH2:5].S(=O)(=O)(O)O.[C:42](=O)(O)[O-].[Na+]>CO>[CH3:42][O:1][C:2]([C:9]1[CH:10]=[C:11]([CH:34]=[CH:35][CH:36]=1)[O:12][C:13]1[C:18]([NH:19][C:20]([NH:22][C:23]2[CH:24]=[CH:25][C:26]([O:29][C:30]([F:33])([F:31])[F:32])=[CH:27][CH:28]=2)=[O:21])=[CH:17][CH:16]=[CH:15][N:14]=1)([CH2:6][CH:7]=[CH2:8])[CH2:3][CH:4]=[CH2:5] |f:2.3|. Reported procedure: To a solution of Example 640 (120 mg, 0.24 mmol) in dry methanol (15 mL) was added concentrated sulfuric acid (2 mL) at rt. The mixture was heated to 100° C. for 72 h and cooled down to rt. A saturated solution of sodium bicarbonate was slowly added and the mixture was extracted with dichloromethane. Evaporation afforded a residue which was purified by reverse phase preparative HPLC. (M+H)+=514. 1H NMR (400 MHz, DMSO-d6) δppm 2.62 (m, 4 H), 3.08 (s, 3H), 5.03 (m, 4H), 5.55 (m, 2H), 7.31 (m, 7H),... The yield is 89.0%. Product: NC1=C(C=C(C=C1)Br)C#C[C@@H]1N(CCC1)C(=O)OC(C)(C)C ((R)-tert-butyl 2-((2-amino-5-bromophenyl)ethynyl)pyrrolidine-1-carboxylate). Reaction SMILES: [Br:1][C:2]1[CH:8]=[CH:7][C:5]([NH2:6])=[C:4](I)[CH:3]=1.[C:10]([C@H:12]1[CH2:16][CH2:15][CH2:14][N:13]1[C:17]([O:19][C:20]([CH3:23])([CH3:22])[CH3:21])=[O:18])#[CH:11]>>[NH2:6][C:5]1[CH:7]=[CH:8][C:2]([Br:1])=[CH:3][C:4]=1[C:11]#[C:10][C@H:12]1[CH2:16][CH2:15][CH2:14][N:13]1[C:17]([O:19][C:20]([CH3:23])([CH3:22])[CH3:21])=[O:18]. Procedure: (R)-tert-butyl 2-((2-amino-5-bromophenyl)ethynyl)pyrrolidine-1-carboxylate (4.32 g) was prepared via Sonogashira coupling according to the general procedure described in Example 156, Step 1, from 4-bromo-2-iodoaniline (3.96 g, 13.29 mmol) and (R)-tert-butyl 2-ethynylpyrrolidine-1-carboxylate (3.25 g, 16.64 mmol) in 89% yield. Starting materials: BrC1=CC(=C(N)C=C1)I (4-bromo-2-iodoaniline), C(#C)[C@@H]1N(CCC1)C(=O)OC(C)(C)C ((R)-tert-butyl 2-ethynylpyrrolidine-1-carboxylate). The reactants are O=C(O)c1ccc(Br)s1, CC(C)Nc1ccccc1. The product is CC(C)N(C(=O)c1ccc(Br)s1)c1ccccc1. The solvent is CN(C)C=O (DMF), CN(C)C=O (DMF), CN(C)C=O (DMF), CN(C)C=O (DMF), CN(C)C=O (DMF), CN(C)C=O (DMF). Run at temperature 25 celsius, time 2 hour. The reagents and catalysts are C1CCN(C1)C(=[N+]2CCCC2)Cl.F[P-](F)(F)(F)(F)F (PyCIU), CCN(C(C)C)C(C)C (DIPEA). Yield: 13.0%. Reaction SMILES: CC(C)Nc1ccccc1.O=C(O)c1ccc(Br)s1.C1CCN(C1)C(=[N+]2CCCC2)Cl.F[P-](F)(F)(F)(F)F.CCN(C(C)C)C(C)C.CN(C)C=O>>CC(C)N(C(=O)c1ccc(Br)s1)c1ccccc1. The reactants are [Te](Cl)(Cl)(Cl)Cl (Tellurium tetrachloride), C1(=CC=CC=C1)OC (anisole), Cl (hydrogen chloride). Product: COC1=CC=C(C=C1)[Te](C1=CC=C(C=C1)OC)(Cl)Cl (bis-(p-methoxyphenyl)tellurium dichloride). Isolated yield 87.0%. Reaction SMILES: [Te:1]([Cl:5])(Cl)(Cl)[Cl:2].[C:6]1([O:12][CH3:13])[CH:11]=[CH:10][CH:9]=[CH:8][CH:7]=1.Cl>>[CH3:13][O:12][C:6]1[CH:11]=[CH:10][C:9]([Te:1]([Cl:5])([Cl:2])[C:9]2[CH:10]=[CH:11][C:6]([O:12][CH3:13])=[CH:7][CH:8]=2)=[CH:8][CH:7]=1. Procedure details: Tellurium tetrachloride (7.50 g, 28 mmol) and anisole (15 g, 139 mmol) were stirred at 180° for 18 h under a slow stream of nitrogen. After this time 48 mmol of hydrogen chloride had been evolved and the excess anisole was removed under high vacuum. The remaining brown solid was recrystallised from benzene to afford bis-(p-methoxyphenyl)tellurium dichloride (10.05 g, 88%), m.p. 181°-182° (lit., 181°-182°), δ(CDCl3) 8.01 (4H,d,J 9 Hz), 7.03 (4H,d,J 9 Hz) and 3.89 (6H,s). Reactants: C(\C=C\C=C\C)(=O)O (sorbic acid), [OH-].[K+] (potassium hydroxide). Run in O (water). Reaction conditions: time 30 minute. Yields the product C(\C=C\C=C\C)(=O)[O-].[K+] (potassium sorbate). As a reaction SMILES: [C:1]([OH:8])(=[O:7])/[CH:2]=[CH:3]/[CH:4]=[CH:5]/[CH3:6].[OH-].[K+:10]>O>[C:1]([O-:8])(=[O:7])/[CH:2]=[CH:3]/[CH:4]=[CH:5]/[CH3:6].[K+:10] |f:1.2,4.5|. Procedure details: A crude sorbic acid was prepared by decomposing a polyester with hydrochloric acid, which polyester was prepared by a reaction of ketene with crotonaldehyde. A total of 100 g of the crude sorbic acid (moisture content: 20% by weight, tar content: 4% by weight, sorbic acid: 76% by weight) was dissolved at 120° C. in 320 g of a commercially available lubricating oil having a boiling point ranging from 200° C. to 250° C. The solution was heated and evaporated at a pressure of 30 mmHg till a bottom ... The reactants are CC(=O)Cl, ClCCl, C#CCOc1ccc(CCNC(=O)C(O)c2ccc(Cl)cc2)cc1OC, c1ccncc1. Product: C#CCOc1ccc(CCNC(=O)C(OC(C)=O)c2ccc(Cl)cc2)cc1OC. RXN SMILES: [C:1]([CH3:2])(=[O:3])[Cl:4].[Cl:37][CH2:38][Cl:39].[Cl:5][c:6]1[cH:7][cH:8][c:9]([CH:12]([C:13](=[O:14])[NH:15][CH2:16][CH2:17][c:18]2[cH:19][c:20]([O:28][CH3:29])[c:21]([O:24][CH2:25][C:26]#[CH:27])[cH:22][cH:23]2)[OH:30])[cH:10][cH:11]1.[cH:31]1[cH:32][cH:33][n:34][cH:35][cH:36]1>>[C:1]([CH3:2])(=[O:3])[O:30][CH:12]([c:9]1[cH:8][cH:7][c:6]([Cl:5])[cH:11][cH:10]1)[C:13](=[O:14])[NH:15][CH2:16][CH2:17][c:18]1[cH:19][c:20]([O:28][CH3:29])[c:21]([O:24][CH2:25][C:26]#[CH:27])[cH:22][cH:23]1. Starting materials: C1(CCCC1)N(C(NN)=S)C (4-cyclopentyl-4-methyl-3-thiosemicarbazide), ClC(C(=O)OCC)C(=O)C (ethyl 2-chloroacetoacetate), C(C)O (ethanol), Cl (hydrogen chloride). Run at time 18 hour. The product is Cl.C1(CCCC1)CNC1=NNC(=C1C(=O)OCC)C (3-(Cyclopentylmethylamino)-5-methyl1H-pyrazole-4-carboxylic acid, ethyl ester hydrochloride). As a reaction SMILES: C1([N:6](C)[C:7](=S)[NH:8][NH2:9])CCCC1.[Cl:12][CH:13]([C:19]([CH3:21])=O)[C:14]([O:16][CH2:17][CH3:18])=[O:15].Cl.[CH2:23](O)[CH3:24]>>[ClH:12].[CH:24]1([CH2:23][NH:6][C:7]2[C:13]([C:14]([O:16][CH2:17][CH3:18])=[O:15])=[C:19]([CH3:21])[NH:9][N:8]=2)[CH2:21][CH2:19][CH2:13][CH2:14]1 |f:4.5|. Procedure: A stirred slurry of 8.4 g (0.049 mole) of 4-cyclopentyl-4-methyl-3-thiosemicarbazide in 50 mL of absolute ethanol was treated with 8.1 g (0.049 mole) of ethyl 2-chloroacetoacetate, stirred at ambient temperature for 18 hr, treated with 25 mL of 2N ethanolic hydrogen chloride and heated at reflux for 2 hr. The hot solution was filtered to remove amorphous sulfur and concentrated to a red oil which gave a crude solid product when triturated with acetone. After four recrystallizations, methyl ethyl...